This data is from the Open Reaction Database (ORD), a public repository of structured organic reaction records. The task is: describe an organic reaction: reactants, conditions, products, and yield Reactants: CC=1C=C2C=CC(OC2=C(C1OC(C)=O)CC(CBr)Br)=O (6-methyl-7-acetoxy-8-(2',3'-dibromopropyl) coumarin), [OH-].[K+] (KOH), O1C(=O)C=CC2=CC=CC=C12.[OH-].[K+] (coumarin KOH). Solvent: O (H2O). Yields the product CC1=CC2=C3C(=CC(=C2O1)C)C=CC(=O)O3 (6,5'-dimethylangelicin). As a reaction SMILES: [CH3:1][C:2]1[CH:3]=[C:4]2[C:9](=[C:10]([CH2:16][CH:17](Br)[CH2:18]Br)[C:11]=1[O:12]C(=O)C)[O:8][C:7](=[O:21])[CH:6]=[CH:5]2.[OH-].[K+].O1C2C(=CC=CC=2)C=CC1=O.[OH-].[K+]>O>[CH3:18][C:17]1[O:12][C:11]2[C:10](=[C:9]3[O:8][C:7](=[O:21])[CH:6]=[CH:5][C:4]3=[CH:3][C:2]=2[CH3:1])[CH:16]=1 |f:1.2,3.4.5|. Procedure: To an ethanolic solution (100 ml) of 6-methyl-7-acetoxy-8-(2',3'-dibromopropyl) coumarin (XIII) (1.5 g) a volume of ethanolic 4% KOH solution was added, equivalent to a molar ratio coumarin/KOH 1:10. The mixture was refluxed for 80 min. in the dark, chilled, diluted with H2O (200 ml) and acidified with dil. HC1. The precipitate thus obtained was filtered, washed with H2O, dried and chromatographed on a silica gel column by eluting with CHC13, yielding the 6,5'-dimethylangelicin (XVI), crystalliz... The reactants are C1CCOC1, CC(O)C1COC(C)(C)O1, Fc1cccc(CSc2nc(Cl)cc(Cl)n2)c1F, [H-], [Na+]. Product: CC(Oc1cc(Cl)nc(SCc2cccc(F)c2F)n1)C1COC(C)(C)O1. Reaction SMILES: [CH2:29]1[O:30][CH2:31][CH2:32][CH2:33]1.[CH3:1][C:2]1([CH3:10])[O:3][CH2:4][CH:5]([CH:7]([CH3:8])[OH:9])[O:6]1.[Cl:11][c:12]1[n:13][c:14]([S:19][CH2:20][c:21]2[c:22]([F:28])[c:23]([F:27])[cH:24][cH:25][cH:26]2)[n:15][c:16]([Cl:18])[cH:17]1.[H-:34].[Na+:35]>>[CH3:1][C:2]1([CH3:10])[O:3][CH2:4][CH:5]([CH:7]([CH3:8])[O:9][c:16]2[n:15][c:14]([S:19][CH2:20][c:21]3[c:22]([F:28])[c:23]([F:27])[cH:24][cH:25][cH:26]3)[n:13][c:12]([Cl:11])[cH:17]2)[O:6]1. The reactants are compound 164, CC1=C(C=C(C(=O)O)C=C1)C1=C(N=C(N1)C1CCOCC1)C (4-methyl-3-(4-methyl-2-(tetrahydro-2H-pyran-4-yl)-1H-imidazol-5-yl)benzoic acid), CC1=C(C=C(C(=O)O)C=C1)C1=C(N=C(N1)C1CCOCC1)C (4-methyl-3-(4-methyl-2-(tetrahydro-2H-pyran-4-yl)-1H-imidazol-5-yl)benzoic acid), CC1=C(C(=O)O)C=C(C(=C1)C)C=1N=C(NC1C)C1CCOCC1 (2,4-dimethyl-5-(5-methyl-2-(tetrahydro-2H-pyran-4-yl)-1H-imidazol-4-yl)benzoic acid), Cl.N1CC(C1)C1=CC=C(C#N)C=C1 (4-(azetidin-3-yl)benzonitrile hydrochloride), Cl.FC1(CNC1)C1=CC=C(C#N)C=C1 (4-(3-Fluoroazetidin-3-yl)benzonitrile hydrochloride), Cl.FC1(CNC1)C1=CC=C(C#N)C=C1 (4-(3-Fluoroazetidin-3-yl)benzonitrile hydrochloride). The product is FC1(CN(C1)C(C1=CC(=C(C=C1)C)C1=C(N=C(N1)C1CCOCC1)C)=O)C1=CC=C(C#N)C=C1 (4-(3-Fluoro-1-(4-methyl-3-(4-methyl-2-(tetrahydro-2H-pyran-4-yl)-1H-imidazol-5-yl)benzoyl)azetidin-3-yl)benzonitrile). RXN SMILES: [CH3:1][C:2]1[CH:10]=[CH:9][C:5]([C:6]([OH:8])=O)=[CH:4][C:3]=1[C:11]1[NH:15][C:14]([CH:16]2[CH2:21][CH2:20][O:19][CH2:18][CH2:17]2)=[N:13][C:12]=1[CH3:22].CC1C=C(C)C(C2N=C(C3CCOCC3)NC=2C)=CC=1C(O)=O.Cl.[F:47][C:48]1([C:52]2[CH:59]=[CH:58][C:55]([C:56]#[N:57])=[CH:54][CH:53]=2)[CH2:51][NH:50][CH2:49]1.Cl.N1CC(C2C=CC(C#N)=CC=2)C1>>[F:47][C:48]1([C:52]2[CH:53]=[CH:54][C:55]([C:56]#[N:57])=[CH:58][CH:59]=2)[CH2:49][N:50]([C:6](=[O:8])[C:5]2[CH:9]=[CH:10][C:2]([CH3:1])=[C:3]([C:11]3[NH:15][C:14]([CH:16]4[CH2:21][CH2:20][O:19][CH2:18][CH2:17]4)=[N:13][C:12]=3[CH3:22])[CH:4]=2)[CH2:51]1 |f:2.3,4.5|. Procedure details: The title compound was prepared using standard chemical manipulations and procedures similar to those used for the preparation of compound 164, except 4-methyl-3-(4-methyl-2-(tetrahydro-2H-pyran-4-yl)-1H-imidazol-5-yl)benzoic acid (compound 168.1) was used in place of 2,4-dimethyl-5-(4-methyl-2-(tetrahydro-2H-pyran-4-yl)-1H-imidazol-5-yl)benzoic acid (compound 164.2) and 4-(3-fluoroazetidin-3-yl)benzonitrile hydrochloride (compound 43.4) was used in place of 4-(azetidin-3-yl)benzonitrile hydroch... Reactants: C1(CC1)NC(C1=CC(=C(C=C1)C)C=1C=C2C=CNC(C2=CC1)=O)=O (N-Cyclopropyl-4-methyl-3-(1-oxo-1,2-dihydro-isoquinolin-6-yl)-benzamide), Cl.ClCC1=NC=CC=C1 (2-(chloromethyl)pyridine hydrochloride). Yields the product C1(CC1)NC(C1=CC(=C(C=C1)C)C=1C=C2C=CN(C(C2=CC1)=O)CC1=NC=CC=C1)=O (N-Cyclopropyl-4-methyl-3-(1-oxo-2-(pyridin-2-ylmethyl)-1,2-dihydroisoquinolin-6-yl)benzamide). Reaction SMILES: [CH:1]1([NH:4][C:5](=[O:24])[C:6]2[CH:11]=[CH:10][C:9]([CH3:12])=[C:8]([C:13]3[CH:14]=[C:15]4[C:20](=[CH:21][CH:22]=3)[C:19](=[O:23])[NH:18][CH:17]=[CH:16]4)[CH:7]=2)[CH2:3][CH2:2]1.Cl.Cl[CH2:27][C:28]1[CH:33]=[CH:32][CH:31]=[CH:30][N:29]=1>>[CH:1]1([NH:4][C:5](=[O:24])[C:6]2[CH:11]=[CH:10][C:9]([CH3:12])=[C:8]([C:13]3[CH:14]=[C:15]4[C:20](=[CH:21][CH:22]=3)[C:19](=[O:23])[N:18]([CH2:27][C:28]3[CH:33]=[CH:32][CH:31]=[CH:30][N:29]=3)[CH:17]=[CH:16]4)[CH:7]=2)[CH2:2][CH2:3]1 |f:1.2|. Reported procedure: The title compound was prepared according to the method of Example 123 using the product of Example 11 and 2-(chloromethyl)pyridine hydrochloride. The reactants are C(C=C)C1=C(C(=CC=C1)C(C)(C)C)O (2-allyl-6-t-butylphenol). Solvent: CO (MeOH). Product: C(CC)C1=C(C(=CC=C1)C(C)(C)C)O (2-n-propyl-6-t-butylphenol). Isolated yield 97.9%. RXN SMILES: [CH2:1]([C:4]1[CH:9]=[CH:8][CH:7]=[C:6]([C:10]([CH3:13])([CH3:12])[CH3:11])[C:5]=1[OH:14])[CH:2]=[CH2:3]>CO>[CH2:1]([C:4]1[CH:9]=[CH:8][CH:7]=[C:6]([C:10]([CH3:13])([CH3:12])[CH3:11])[C:5]=1[OH:14])[CH2:2][CH3:3]. Reported procedure: A solution of 2-allyl-6-t-butylphenol (1.9 g) (see Example 3) in 100 ml MeOH is hydrogenated in a Parr system for 75 min at 25° C. (50 psi of H2). The mixture is then filtered and concentrated in vacuo to give 2-n-propyl-6-t-butylphenol (1.88 gram; 98% yield), which is used without further purification in the next step.